This data is from the Open Reaction Database (ORD), a public repository of structured organic reaction records. The task is: describe an organic reaction: reactants, conditions, products, and yield The reactants are C(C)(C)(C)[Si](OCC=1SSC(=CC1)COC1=C(C=CC=C1)CF)(C)C (3-[(tert-butyldimethyl-silyloxy)methyl]-6-[(2fluoromethylphenyloxy)methyl]-1,2-dithiin), [F-].C(CCC)[N+](CCCC)(CCCC)CCCC (tetrabutylammonium fluoride). The solvent is C1CCOC1 (THF), C1CCOC1 (THF), C(C)(=O)O (acetic acid). Reaction conditions: time 5 hour. Product: OCC=1SSC(=CC1)COC1=C(C=CC=C1)F (3-(Hydroxymethyl)-6-[(2-fluorophenyloxy)methyl]-1,2-dithiin). The yield is 68.0%. As a reaction SMILES: C([Si](C)(C)[O:6][CH2:7][C:8]1[S:9][S:10][C:11]([CH2:14][O:15][C:16]2[CH:21]=[CH:20][CH:19]=[CH:18][C:17]=2CF)=[CH:12][CH:13]=1)(C)(C)C.[F-:26].C([N+](CCCC)(CCCC)CCCC)CCC>C1COCC1.C(O)(=O)C>[OH:6][CH2:7][C:8]1[S:9][S:10][C:11]([CH2:14][O:15][C:16]2[CH:21]=[CH:20][CH:19]=[CH:18][C:17]=2[F:26])=[CH:12][CH:13]=1 |f:1.2|. Reported procedure: To a stirred solution of the 3-[(tert-butyldimethyl-silyloxy)methyl]-6-[(2fluoromethylphenyloxy)methyl]-1,2-dithiin obtained above (250 mg, 0.65 mmol) in 5 mL THF was added a mixture of 3.0 mL of 1M tetrabutylammonium fluoride in THF and 2.0 mL of acetic acid. The reation mixture was stirred for 5 h until TLC analysis showed the reaction to be complete, then concentrated in vacuo. The residue was partitioned between 20 mL of water and 20 mL ethyl acetate. The organic phase was washed with 3% sol... Starting materials: CC=1C=C(C(=O)O)C=CC1C(=O)N1CC=CC1 (3-methyl-4-(2,5-dihydropyrrol-1-ylcarbonyl)benzoic acid), CN(C)C(=[N+](C)C)ON1C2=C(C=CC=C2)N=N1.[B-](F)(F)(F)F (TBTU), C(C)(C)N(CC)C(C)C (diisopropylethylamine), ClC1=CC2=C(NC(=N2)[C@H](CO)N)C=C1 ((1R)-1-(5-chloro-1H-benzimidazol-2-yl)-2-hydroxyethylamine), ClCl (chlorine), C22H21ClN4O3, ClCl (chlorine). The solvent is O1CCCC1 (tetrahydrofuran), ClCCl.CO (dichloromethane methanol). Product: CC=1C=C(C(=O)N[C@@H](CO)C2=NC3=C(N2)C=CC(=C3)Cl)C=CC1C(=O)N1CC=CC1 (3-methyl-N-[(1R)-1-(5-chloro-1H-benzimidazol-2-yl)-2-hydroxyethyl]-4-(2,5-dihydropyrrol-1-ylcarbonyl)benzamide). Isolated yield 100.0%. As a reaction SMILES: [CH3:1][C:2]1[CH:3]=[C:4]([CH:8]=[CH:9][C:10]=1[C:11]([N:13]1[CH2:17][CH:16]=[CH:15][CH2:14]1)=[O:12])[C:5]([OH:7])=O.CN(C(ON1N=NC2C=CC=CC1=2)=[N+](C)C)C.[B-](F)(F)(F)F.C(N(C(C)C)CC)(C)C.[Cl:49][C:50]1[CH:62]=[CH:61][C:53]2[NH:54][C:55]([C@@H:57]([NH2:60])[CH2:58][OH:59])=[N:56][C:52]=2[CH:51]=1.ClCl>O1CCCC1.ClCCl.CO>[CH3:1][C:2]1[CH:3]=[C:4]([CH:8]=[CH:9][C:10]=1[C:11]([N:13]1[CH2:17][CH:16]=[CH:15][CH2:14]1)=[O:12])[C:5]([NH:60][C@H:57]([C:55]1[NH:54][C:53]2[CH:61]=[CH:62][C:50]([Cl:49])=[CH:51][C:52]=2[N:56]=1)[CH2:58][OH:59])=[O:7] |f:1.2,7.8|. Procedure details: Prepared analogously to Example 1g from 3-methyl-4-(2,5-dihydropyrrol-1-ylcarbonyl)benzoic acid, TBTU, diisopropylethylamine, and (1R)-1-(5-chloro-1H-benzimidazol-2-yl)-2-hydroxyethylamine in tetrahydrofuran. Yield: 100%; Rf value: 0.40 (silica gel; dichloromethane/methanol=9:1); C22H21ClN4O3 (424.89); mass spectrum: (M+H)+=425/427 (chlorine isotope) and (M+H)+=423/425 (chlorine isotope). The product is CO\C=C\1/CCC=2C(=CC=CC12)C#N ((1E)-1-[(methyloxy)methylidene]-2,3-dihydro-1H-indene-4-carbonitrile). Run in C1CCOC1 (THF), C1CCOC1 (THF). Reactants: O=C1CCC=2C(=CC=CC12)C#N (1-oxo-2,3-dihydro-1H-indene-4-carbonitrile), O (Water), C[Si](C)(C)[N-][Si](C)(C)C.[Na+] (Sodium bis(trimethylsilyl)amide), [Cl-].COC[P+](C1=CC=CC=C1)(C1=CC=CC=C1)C1=CC=CC=C1 ((methoxy methyl)triphenylphosphonium chloride). Procedure: Sodium bis(trimethylsilyl)amide (2 mL, 4 mmol, 2M in THF) was added to a stirred suspension of (methoxy methyl)triphenylphosphonium chloride (1.47 g, 4.29 mmol) in dry THF (20 mL) at 0° C. for 35 min and a solution of 1-oxo-2,3-dihydro-1H-indene-4-carbonitrile (450 mg, 2.86 mmol) in THF (10 mL) added over 10 min. The mixture was stirred at 0° C. for 2 h and at room temperature for 1 h. Water was added and the mixture was partitioned between EtOAc and brine. The organic layer was dried and concen... As a reaction SMILES: C[Si]([N-][Si](C)(C)C)(C)C.[Na+].[Cl-].[CH3:12][O:13][CH2:14][P+](C1C=CC=CC=1)(C1C=CC=CC=1)C1C=CC=CC=1.O=[C:35]1[C:43]2[CH:42]=[CH:41][CH:40]=[C:39]([C:44]#[N:45])[C:38]=2[CH2:37][CH2:36]1.O>C1COCC1>[CH3:12][O:13]/[CH:14]=[C:35]1\[CH2:36][CH2:37][C:38]2[C:39]([C:44]#[N:45])=[CH:40][CH:41]=[CH:42][C:43]\1=2 |f:0.1,2.3|. Conditions: temperature 0 celsius, time 1 hour.